Dataset: the Open Reaction Database (ORD), a public repository of structured organic reaction records. Task: describe an organic reaction: reactants, conditions, products, and yield Reactants: COC1=C(C=C2C(CCC2)=O)C=CC(=C1)OC (2-(2,4-dimethoxybenzylidene)cyclopentanone), [Cl-].C[N+](C)=C (N,N-dimethyl-methylene ammonium chloride). The solvent is C(C)#N (acetonitrile). The product is Cl.COC1=C(C=C2C(C(CC2)CN(C)C)=O)C=CC(=C1)OC (2-(2,4-dimethoxybenzylidene)-5-dimethylaminomethyl-cyclopentanone hydrochloride). Isolated yield 73.3%. As a reaction SMILES: [CH3:1][O:2][C:3]1[CH:15]=[C:14]([O:16][CH3:17])[CH:13]=[CH:12][C:4]=1[CH:5]=[C:6]1[CH2:10][CH2:9][CH2:8][C:7]1=[O:11].[Cl-:18].[CH3:19][N+:20](=[CH2:22])[CH3:21]>C(#N)C>[ClH:18].[CH3:1][O:2][C:3]1[CH:15]=[C:14]([O:16][CH3:17])[CH:13]=[CH:12][C:4]=1[CH:5]=[C:6]1[CH2:10][CH2:9][CH:8]([CH2:19][N:20]([CH3:22])[CH3:21])[C:7]1=[O:11] |f:1.2,4.5|. Reported procedure: 0.03 mol of 2-(2,4-dimethoxybenzylidene)cyclopentanone was dissolved in 30 mL anhydrous acetonitrile, treated with 8.4 g (0.09 mol) of N,N-dimethyl-methylene ammonium chloride under refluxing, refluxed for 12 h to yield a solid product which was then suction filtered, dried and recrystallized in acetonitrile/chloroform to give 2-(2,4-dimethoxybenzylidene)-5-dimethylaminomethyl-cyclopentanone hydrochloride with a yield of 73.3%. The reactants are OC(C(=O)NC(C)C)C(C1=CC=CC=C1)OC1=C(C=CC=C1)C (α-hydroxy-N-(1-methylethyl)-β-(2-methylphenoxy)benzenepropanamide), B.O1CCCC1 (borane tetrahydrofuran), Cl (hydrochloric acid). The product is Cl.CC(C)NCC(C(C1=CC=CC=C1)OC1=C(C=CC=C1)C)O (α-[(1-Methylethylamino)methyl]-β-(2-Methylphenoxy)Benzeneethanol, Hydrochloride). As a reaction SMILES: [OH:1][CH:2]([CH:9]([O:16][C:17]1[CH:22]=[CH:21][CH:20]=[CH:19][C:18]=1[CH3:23])[C:10]1[CH:15]=[CH:14][CH:13]=[CH:12][CH:11]=1)[C:3]([NH:5][CH:6]([CH3:8])[CH3:7])=O.B.O1CCCC1.[ClH:30]>>[ClH:30].[CH3:8][CH:6]([NH:5][CH2:3][CH:2]([OH:1])[CH:9]([O:16][C:17]1[CH:22]=[CH:21][CH:20]=[CH:19][C:18]=1[CH3:23])[C:10]1[CH:15]=[CH:14][CH:13]=[CH:12][CH:11]=1)[CH3:7] |f:1.2,4.5|. Procedure: This compound was prepared by reduction of α-hydroxy-N-(1-methylethyl)-β-(2-methylphenoxy)benzenepropanamide (1.8 g.) with borane-tetrahydrofuran complex (1 M solution in tetrahydrofuran, 13 ml.) and subsequent treatment with hydrochloric acid as described in Example 24. The crude product was purified by recrystallization from tetrahydrofuran. The product melted at 193°-195°, and weighed 0.75 g. The reactants are ClC1=CNC2=CC=C(C=C12)C1=NOC(=N1)C=1SC(=C(C1)C1=CC=CC=C1)C(F)(F)F (3-Chloro-5-{5-[4-phenyl-5-(trifluoromethyl)-2-thienyl]-1,2,4-oxadiazol-3-yl}-1H-indole), BrCCC(=O)[O-] (3-bromopropionate), C(=O)([O-])[O-].[Cs+].[Cs+] (Cs2CO3). The solvent is CN(C)C=O (DMF). Reaction conditions: temperature 131 celsius, time 1.5 hour. Yields the product ClC1=CN(C2=CC=C(C=C12)C1=NOC(=N1)C=1SC(=C(C1)C1=CC=CC=C1)C(F)(F)F)CCC(=O)O (3-(3-Chloro-5-{5-[4-phenyl-5-(trifluoromethyl)-2-thienyl]-1,2,4-oxadiazol-3-yl}-1H-indol-1-yl)propanoic acid). The yield is 23.0%. As a reaction SMILES: [Cl:1][C:2]1[C:10]2[C:5](=[CH:6][CH:7]=[C:8]([C:11]3[N:15]=[C:14]([C:16]4[S:17][C:18]([C:27]([F:30])([F:29])[F:28])=[C:19]([C:21]5[CH:26]=[CH:25][CH:24]=[CH:23][CH:22]=5)[CH:20]=4)[O:13][N:12]=3)[CH:9]=2)[NH:4][CH:3]=1.Br[CH2:32][CH2:33][C:34]([O-:36])=[O:35].C([O-])([O-])=O.[Cs+].[Cs+]>CN(C=O)C>[Cl:1][C:2]1[C:10]2[C:5](=[CH:6][CH:7]=[C:8]([C:11]3[N:15]=[C:14]([C:16]4[S:17][C:18]([C:27]([F:30])([F:28])[F:29])=[C:19]([C:21]5[CH:26]=[CH:25][CH:24]=[CH:23][CH:22]=5)[CH:20]=4)[O:13][N:12]=3)[CH:9]=2)[N:4]([CH2:32][CH2:33][C:34]([OH:36])=[O:35])[CH:3]=1 |f:2.3.4|. Reported procedure: D8 (86 mg), 3-bromopropionate (52 mg), Cs2CO3 (126 mg) and DMF (1 ml) were placed in a microwave vial and stirred at 131° C. in the microwave reactor for 1.5 hours. The reaction mixture was then evaporated to dryness and treated with 2M aq. NaOH and EtOH (20 ml). This solution was stirred at 50° C. for 4 hours and then neutralised with HCl and evaporated to remove the EtOH. The aqueous solution was then extracted twice with EtOAc and the combined extracts evaporated. The residue was dissolved in... Yields the product O=c1ccc(C(c2ccccc2)c2ccccc2)nn1CC1CCc2c(O)cccc2C1. The reactants are BrB(Br)Br, COc1cccc2c1CCC(Cn1nc(C(c3ccccc3)c3ccccc3)ccc1=O)C2, ClCCl, Cl. Reaction SMILES: [B:34]([Br:35])([Br:36])[Br:37].[CH3:1][O:2][c:3]1[c:4]2[c:9]([cH:10][cH:11][cH:12]1)[CH2:8][CH:7]([CH2:13][n:14]1[n:15][c:16]([CH:21]([c:22]3[cH:23][cH:24][cH:25][cH:26][cH:27]3)[c:28]3[cH:29][cH:30][cH:31][cH:32][cH:33]3)[cH:17][cH:18][c:19]1=[O:20])[CH2:6][CH2:5]2.[Cl:39][CH2:40][Cl:41].[ClH:38]>>[OH:2][c:3]1[c:4]2[c:9]([cH:10][cH:11][cH:12]1)[CH2:8][CH:7]([CH2:13][n:14]1[n:15][c:16]([CH:21]([c:22]3[cH:23][cH:24][cH:25][cH:26][cH:27]3)[c:28]3[cH:29][cH:30][cH:31][cH:32][cH:33]3)[cH:17][cH:18][c:19]1=[O:20])[CH2:6][CH2:5]2. Starting materials: CC(C)O, COc1cc2ncnc(Cl)c2cc1OC, Cl, Cc1cc(F)c(N)cc1O. The product is Cl, COc1cc2ncnc(Nc3cc(O)c(C)cc3F)c2cc1OC. Reaction SMILES: [CH:27]([OH:28])([CH3:29])[CH3:30].[Cl:2][c:3]1[n:4][cH:5][n:6][c:7]2[cH:8][c:9]([O:15][CH3:16])[c:10]([O:13][CH3:14])[cH:11][c:12]12.[ClH:1].[F:17][c:18]1[c:19]([NH2:20])[cH:21][c:22]([OH:26])[c:23]([CH3:25])[cH:24]1>>[ClH:2].[c:3]1([NH:20][c:19]2[c:18]([F:17])[cH:24][c:23]([CH3:25])[c:22]([OH:26])[cH:21]2)[n:4][cH:5][n:6][c:7]2[cH:8][c:9]([O:15][CH3:16])[c:10]([O:13][CH3:14])[cH:11][c:12]12. Starting materials: CCOC(=O)Cn1ccnc(NCC(F)(F)c2ccccn2)c1=O, O=C1CCC(=O)N1Cl, ClCCCl. Yields the product CCOC(=O)Cn1c(Cl)cnc(NCC(F)(F)c2ccccn2)c1=O. RXN SMILES: [CH2:1]([CH3:2])[O:3][C:4]([CH2:5][n:6]1[c:7](=[O:23])[c:8]([NH:12][CH2:13][C:14]([c:15]2[n:16][cH:17][cH:18][cH:19][cH:20]2)([F:21])[F:22])[n:9][cH:10][cH:11]1)=[O:24].[Cl:25][N:26]1[C:27](=[O:28])[CH2:29][CH2:30][C:31]1=[O:32].[Cl:33][CH2:34][CH2:35][Cl:36]>>[CH2:1]([CH3:2])[O:3][C:4]([CH2:5][n:6]1[c:7](=[O:23])[c:8]([NH:12][CH2:13][C:14]([c:15]2[n:16][cH:17][cH:18][cH:19][cH:20]2)([F:21])[F:22])[n:9][cH:10][c:11]1[Cl:25])=[O:24]. The reactants are C1CNC[C@H]2CCC3=C([C@H]12)C=CC=C3 (trans-1,2,3,4,4a,5,6,10b-octahydrobenz[f]isoquinoline), C([O-])([O-])=O.[K+].[K+] (potassium carbonate), BrCCC1=CC=CC=C1 ((2-bromoethyl)benzene). The solvent is CN(C)C=O (DMF). Yields the product C(CC1=CC=CC=C1)N1C[C@H]2CCC3=C([C@@H]2CC1)C=CC=C3 (trans-1,2,3,4,4a,5,6,10b-Octahydro-3-phenethylbenz[f]isoquinoline). Isolated yield 25.1%. RXN SMILES: [CH2:1]1[C@@H:10]2[C@H:5]([CH2:6][CH2:7][C:8]3[CH:14]=[CH:13][CH:12]=[CH:11][C:9]=32)[CH2:4][NH:3][CH2:2]1.C(=O)([O-])[O-].[K+].[K+].Br[CH2:22][CH2:23][C:24]1[CH:29]=[CH:28][CH:27]=[CH:26][CH:25]=1>CN(C=O)C>[CH2:22]([N:3]1[CH2:2][CH2:1][C@@H:10]2[C@H:5]([CH2:6][CH2:7][C:8]3[CH:14]=[CH:13][CH:12]=[CH:11][C:9]=32)[CH2:4]1)[CH2:23][C:24]1[CH:29]=[CH:28][CH:27]=[CH:26][CH:25]=1 |f:1.2.3|. Reported procedure: Following the procedure of Example 3, step 4, 0.307 g (1.64 mmol) of crude trans-1,2,3,4,4a,5,6,10b-octahydrobenz[f]isoquinoline in 8 ml of anhydrous DMF was reacted with 0.249 g (1.80 mmol) of anhydrous potassium carbonate and 0.222 ml (1.64 mmol) of (2-bromoethyl)benzene. Chromatography on flash silica, eluting with 20-50% ethyl acetate/petroleum ether, gave 0.12 g (25%) of the title product as a colourless oil. The hydrochloride salt was made using ethereal hydrogen chloride. Upon evaporation...